The task is: describe an organic reaction: reactants, conditions, products, and yield. This data is from the Open Reaction Database (ORD), a public repository of structured organic reaction records. Reactants: O=C(Cn1ccc(OCc2ccccc2)cc1=O)c1ccc(CBr)cc1, CN(C)C=O, OC1CCNCC1. Product: O=C(Cn1ccc(OCc2ccccc2)cc1=O)c1ccc(CN2CCC(O)CC2)cc1. RXN SMILES: [CH2:1]([c:2]1[cH:3][cH:4][cH:5][cH:6][cH:7]1)[O:8][c:9]1[cH:10][c:11](=[O:26])[n:12]([CH2:15][C:16](=[O:17])[c:18]2[cH:19][cH:20][c:21]([CH2:24][Br:25])[cH:22][cH:23]2)[cH:13][cH:14]1.[O:34]=[CH:35][N:36]([CH3:37])[CH3:38].[OH:27][CH:28]1[CH2:29][CH2:30][NH:31][CH2:32][CH2:33]1>>[CH2:1]([c:2]1[cH:3][cH:4][cH:5][cH:6][cH:7]1)[O:8][c:9]1[cH:10][c:11](=[O:26])[n:12]([CH2:15][C:16](=[O:17])[c:18]2[cH:19][cH:20][c:21]([CH2:24][N:31]3[CH2:30][CH2:29][CH:28]([OH:27])[CH2:33][CH2:32]3)[cH:22][cH:23]2)[cH:13][cH:14]1. Reactants: N1=CC=CC=C1.S(=O)(=O)=O (sulfur trioxide pyridine), C([C@@H]1[C@H]([C@@H]([C@H]([C@H](O1)O[C@]2([C@H]([C@@H]([C@H](O2)CO)O)O)CO)O)O)O)O (sucrose). Solvent: O (water). Conditions: temperature 65 celsius, time 240 minute. Product: C([C@@H]1[C@H]([C@@H]([C@H]([C@H](O1)O[C@]2([C@H]([C@@H]([C@H](O2)COS(=O)(=O)O)OS(=O)(=O)O)OS(=O)(=O)O)COS(=O)(=O)O)OS(=O)(=O)O)OS(=O)(=O)O)OS(=O)(=O)O)OS(=O)(=O)O (Sucrose octasulfate). RXN SMILES: N1C=CC=CC=1.[S:7](=[O:10])(=[O:9])=[O:8].[CH2:11]([OH:33])[C@H:12]1[O:17][C@H:16]([O:18][C@:19]2([CH2:28][OH:29])[O:23][C@H:22]([CH2:24][OH:25])[C@@H:21]([OH:26])[C@@H:20]2[OH:27])[C@H:15]([OH:30])[C@@H:14]([OH:31])[C@@H:13]1[OH:32]>O>[CH2:11]([O:33][S:7]([OH:10])(=[O:9])=[O:8])[C@H:12]1[O:17][C@H:16]([O:18][C@:19]2([CH2:28][O:29][S:7]([OH:10])(=[O:9])=[O:8])[O:23][C@H:22]([CH2:24][O:25][S:7]([OH:10])(=[O:9])=[O:8])[C@@H:21]([O:26][S:7]([OH:10])(=[O:9])=[O:8])[C@@H:20]2[O:27][S:7]([OH:10])(=[O:9])=[O:8])[C@H:15]([O:30][S:7]([OH:10])(=[O:9])=[O:8])[C@@H:14]([O:31][S:7]([OH:10])(=[O:9])=[O:8])[C@@H:13]1[O:32][S:7]([OH:10])(=[O:9])=[O:8] |f:0.1|. Procedure details: 254.7 g (1.6 mol) of sulfur trioxide pyridine were slurried in 1300 ml of water-free pyridine. With stirring, 68.5 g (0.2 mol) of sucrose were added. The reaction mixture was heated to 65° C. and kept at this temperature for 240 minutes. As the reaction proceeded, the substance was separated as a thick flowing oil. When the reaction was terminated, the agitator was stopped, the pyridine phase was decanted, and the oily phase was dissolved in 600 ml of ion-exchanged water. The reactants are O=C([O-])[O-], CN(C)C=O, Cc1oc(-c2ccccc2)nc1COc1ccc(CCl)cc1, [K+], [K+], O, O=Cc1c(O)ccc2ccccc12. The product is Cc1oc(-c2ccccc2)nc1COc1ccc(COc2ccc3ccccc3c2C=O)cc1. Reaction SMILES: [C:36](=[O:37])([O-:38])[O-:39].[CH3:42][N:43]([CH3:44])[CH:45]=[O:46].[Cl:1][CH2:2][c:3]1[cH:4][cH:5][c:6]([O:7][CH2:8][c:9]2[n:10][c:11](-[c:15]3[cH:16][cH:17][cH:18][cH:19][cH:20]3)[o:12][c:13]2[CH3:14])[cH:21][cH:22]1.[K+:40].[K+:41].[OH2:47].[OH:23][c:24]1[c:25]([CH:34]=[O:35])[c:26]2[cH:27][cH:28][cH:29][cH:30][c:31]2[cH:32][cH:33]1>>[CH2:2]([c:3]1[cH:4][cH:5][c:6]([O:7][CH2:8][c:9]2[n:10][c:11](-[c:15]3[cH:16][cH:17][cH:18][cH:19][cH:20]3)[o:12][c:13]2[CH3:14])[cH:21][cH:22]1)[O:23][c:24]1[c:25]([CH:34]=[O:35])[c:26]2[cH:27][cH:28][cH:29][cH:30][c:31]2[cH:32][cH:33]1. The reactants are ClC=1C(=CC(=C(C1)C=1N([C@@H]([C@@H](N1)C1=CC=C(C=C1)Cl)C1=CC=C(C=C1)Cl)C(=O)Cl)OCC)C(C)(C)C#N ((4S,5R)-2-[5-Chloro-4-(cyano-dimethyl-methyl)-2-ethoxy-phenyl]-4,5-bis-(4-chloro-phenyl)-4,5-dihydro-imidazole-1-carbonyl chloride), CN(C(CN1CCNCC1)=O)C (N,N-dimethyl-2-piperazin-1-yl-acetamide). The product is ClC=1C(=CC(=C(C1)C=1N([C@@H]([C@@H](N1)C1=CC=C(C=C1)Cl)C1=CC=C(C=C1)Cl)C(=O)N1CCN(CC1)CC(=O)N(C)C)OCC)C(C)(C)C#N (2-{4-[(4S,5R)-2-[5-Chloro-4-(cyano-dimethyl-methyl)-2-ethoxy-phenyl]-4,5-bis-(4-chloro-phenyl)-4,5-dihydro-imidazole-1-carbonyl]-piperazin-1-yl}-N,N-dimethyl-acetamide). As a reaction SMILES: [Cl:1][C:2]1[C:3]([C:33]([C:36]#[N:37])([CH3:35])[CH3:34])=[CH:4][C:5]([O:30][CH2:31][CH3:32])=[C:6]([C:8]2[N:9]([C:27](Cl)=[O:28])[C@H:10]([C:20]3[CH:25]=[CH:24][C:23]([Cl:26])=[CH:22][CH:21]=3)[C@H:11]([C:13]3[CH:18]=[CH:17][C:16]([Cl:19])=[CH:15][CH:14]=3)[N:12]=2)[CH:7]=1.[CH3:38][N:39]([CH3:49])[C:40](=[O:48])[CH2:41][N:42]1[CH2:47][CH2:46][NH:45][CH2:44][CH2:43]1>>[Cl:1][C:2]1[C:3]([C:33]([C:36]#[N:37])([CH3:35])[CH3:34])=[CH:4][C:5]([O:30][CH2:31][CH3:32])=[C:6]([C:8]2[N:9]([C:27]([N:45]3[CH2:44][CH2:43][N:42]([CH2:41][C:40]([N:39]([CH3:49])[CH3:38])=[O:48])[CH2:47][CH2:46]3)=[O:28])[C@H:10]([C:20]3[CH:21]=[CH:22][C:23]([Cl:26])=[CH:24][CH:25]=3)[C@H:11]([C:13]3[CH:18]=[CH:17][C:16]([Cl:19])=[CH:15][CH:14]=3)[N:12]=2)[CH:7]=1. Reported procedure: 2-{4-[(4S,5R)-2-[5-Chloro-4-(cyano-dimethyl-methyl)-2-ethoxy-phenyl]-4,5-bis-(4-chloro-phenyl)-4,5-dihydro-imidazole-1-carbonyl]-piperazin-1-yl}-N,N-dimethyl-acetamide was prepared from (4S,5R)-2-[5-Chloro-4-(cyano-dimethyl-methyl)-2-ethoxy-phenyl]-4,5-bis-(4-chloro-phenyl)-4,5-dihydro-imidazole-1-carbonyl chloride (example 12k) and N,N-dimethyl-2-piperazin-1-yl-acetamide (Oakwood Products) in an analogous manner as described in example 25. LR-MS: 709.3 [(M+H)+]